This data is from the Open Reaction Database (ORD), a public repository of structured organic reaction records. The task is: describe an organic reaction: reactants, conditions, products, and yield The reactants are C1(=CC=CC=C1)S (thiophenol), [H-].[Na+] (sodium hydride), NC1=NC=C(N=C1Br)C1=CC=C(C=C1)OC (2-Amino-3-bromo-5-(4-methoxyphenyl)pyrazine). The solvent is CN(C)C=O (DMF). Conditions: temperature 7.5 celsius, time 15 minute. The product is NC1=NC=C(N=C1SC1=CC=CC=C1)C1=CC=C(C=C1)OC (2-Amino-5-(4-methoxyphenyl)-3-phenylthiopyrazine). Yield: 69.3%. Reaction SMILES: [C:1]1([SH:7])[CH:6]=[CH:5][CH:4]=[CH:3][CH:2]=1.[H-].[Na+].[NH2:10][C:11]1[C:16](Br)=[N:15][C:14]([C:18]2[CH:23]=[CH:22][C:21]([O:24][CH3:25])=[CH:20][CH:19]=2)=[CH:13][N:12]=1>CN(C=O)C>[NH2:10][C:11]1[C:16]([S:7][C:1]2[CH:6]=[CH:5][CH:4]=[CH:3][CH:2]=2)=[N:15][C:14]([C:18]2[CH:23]=[CH:22][C:21]([O:24][CH3:25])=[CH:20][CH:19]=2)=[CH:13][N:12]=1 |f:1.2|. Reported procedure: To a cooled solution of thiophenol (0.08 mL, 0.7 mmol) in dry DMF (10 mL), sodium hydride (NaH) (0.025 g, 1.00 mmol) was added and the resulting mixture was stirred for 15 min at 5-10° C. After this time 2-amino-3-bromo-5-(4-methoxyphenyl)pyrazine 17a (0.20 g, 0.71 mmol) was added and the mixture refluxed for 6 h, cooled and extracted with EtOAc. The organic layer was washed with water, dried over Na2SO4, filtered and the solvent removed under reduced pressure to get a crude that was purified by... Starting materials: C(C1=CC=CC=C1)OC1=CC(N(C=C1)CC(=O)C1=CC=C(C=C1)CO)=O (4-Benzyloxy-1-[2-(4-hydroxymethyl-phenyl)-2-oxo-ethyl]-1H-pyridin-2-one), C(C1=CC=CC=C1)OC1=CC(NC=C1)=O (4-benzyloxy-1H-pyridin-2-one), BrCC(=O)C1=CC(=C(C=C1)CO)F (2-Bromo-1-(3-fluoro-4-hydroxymethyl-phenyl)-ethanone). Yields the product C(C1=CC=CC=C1)OC1=CC(N(C=C1)CC(=O)C1=CC(=C(C=C1)CO)F)=O (4-Benzyloxy-1-[2-(3-fluoro-4-hydroxymethyl-phenyl)-2-oxo-ethyl]-1H-pyridin-2-one). RXN SMILES: [CH2:1]([O:8][C:9]1[CH:14]=[CH:13][N:12]([CH2:15][C:16]([C:18]2[CH:23]=[CH:22][C:21]([CH2:24][OH:25])=[CH:20][CH:19]=2)=[O:17])[C:11](=[O:26])[CH:10]=1)[C:2]1[CH:7]=[CH:6][CH:5]=[CH:4][CH:3]=1.C(OC1C=CNC(=O)C=1)C1C=CC=CC=1.BrCC(C1C=CC(CO)=C([F:54])C=1)=O>>[CH2:1]([O:8][C:9]1[CH:14]=[CH:13][N:12]([CH2:15][C:16]([C:18]2[CH:19]=[CH:20][C:21]([CH2:24][OH:25])=[C:22]([F:54])[CH:23]=2)=[O:17])[C:11](=[O:26])[CH:10]=1)[C:2]1[CH:3]=[CH:4][CH:5]=[CH:6][CH:7]=1. Procedure details: 4-Benzyloxy-1-[2-(3-fluoro-4-hydroxymethyl-phenyl)-2-oxo-ethyl]-1H-pyridin-2-one is prepared following preparation 15b from 193 mg (0.93 mmol) 4-benzyloxy-1H-pyridin-2-one and 230 mg (0.93 mmol) 2-bromo-1-(3-fluoro-4-hydroxymethyl-phenyl)-ethanone (preparation 16f). The reactants are NC1=C(C(=O)NC(C(=O)O)CC2=CC=C(C=C2)C2=C(C=CC=C2)OC2=CC=CC=C2)C=C(C=C1)Cl (2-(2-amino-5-chloro-benzoylamino)-3-(2′-phenoxy-biphenyl-4-yl)-propionic acid), CCCCN(CCCC)C1=CC=CC2=C1C=CC=C2S(=O)(=O)Cl (bansyl chloride), C(Cl)Cl (CH2Cl2). Yields the product COC([C@H](CC1=CC=C(C=C1)C1=C(C=CC=C1)OC1=CC=CC=C1)NC(C1=C(C=CC(=C1)Cl)NS(=O)(=O)C1=CC=CC2=C(C=CC=C12)N(CCCC)CCCC)=O)=O ((2S)-[5-Chloro-2-(5-dibutylamino-naphthalene-1-sulfonylamino)-benzoylamino]-3-(2′-phenoxy-biphenyl-4-yl)-propionic acid methyl ester). Isolated yield 74.0%. As a reaction SMILES: [NH2:1][C:2]1[CH:34]=[CH:33][C:32]([Cl:35])=[CH:31][C:3]=1[C:4]([NH:6][CH:7]([CH2:11][C:12]1[CH:17]=[CH:16][C:15]([C:18]2[CH:23]=[CH:22][CH:21]=[CH:20][C:19]=2[O:24][C:25]2[CH:30]=[CH:29][CH:28]=[CH:27][CH:26]=2)=[CH:14][CH:13]=1)[C:8]([OH:10])=[O:9])=[O:5].[CH3:36][CH2:37][CH2:38][CH2:39][N:40]([C:45]1[C:50]2[CH:51]=[CH:52][CH:53]=[C:54]([S:55](Cl)(=[O:57])=[O:56])[C:49]=2[CH:48]=[CH:47][CH:46]=1)[CH2:41][CH2:42][CH2:43][CH3:44].[CH2:59](Cl)Cl>>[CH3:59][O:9][C:8](=[O:10])[C@@H:7]([NH:6][C:4](=[O:5])[C:3]1[CH:31]=[C:32]([Cl:35])[CH:33]=[CH:34][C:2]=1[NH:1][S:55]([C:54]1[C:49]2[C:50](=[C:45]([N:40]([CH2:41][CH2:42][CH2:43][CH3:44])[CH2:39][CH2:38][CH2:37][CH3:36])[CH:46]=[CH:47][CH:48]=2)[CH:51]=[CH:52][CH:53]=1)(=[O:57])=[O:56])[CH2:11][C:12]1[CH:13]=[CH:14][C:15]([C:18]2[CH:23]=[CH:22][CH:21]=[CH:20][C:19]=2[O:24][C:25]2[CH:26]=[CH:27][CH:28]=[CH:29][CH:30]=2)=[CH:16][CH:17]=1. Reported procedure: A solution of 2-(2-amino-5-chloro-benzoylamino)-3-(2′-phenoxy-biphenyl-4-yl)-propionic acid (0.05 g, 0.1 mmol) [prepared by reacting (2S)-amino-3-(2′-phenoxy-biphenyl-4-yl)propionic acid methyl ester hydrochloride salt and 2-amino-5-chlorobenzoic acid by general procedure A] in CH2Cl2 was treated with (0.035 g, 0.1 mmol) of bansyl chloride according to the general procedure F. Product was purified by flash column chromatography on silicagel using ethyl acetate hexanes to give product as pale yel... Procedure: 3.26 g (75 mmol) of sodium hydride were added to a solution of 10.4 g (34 mmol) of 2-(2-(3-trifluoromethylphenylamino)-phenyl)-2-imidazoline in 100 ml of absolute tetrahydrofuran, and the mixture was warmed to 50° to 60° C. until evolution of hydrogen had ceased (5 to 6 hours). After the reaction mixture had cooled to room temperature, 16 ml (0.166 mol) of ethyl chloroformate were added dropwise to it and it was boiled under reflux for one hour. The mixture was allowed to cool, the pH was adjust... RXN SMILES: [H-].[Na+].[F:3][C:4]([F:24])([F:23])[C:5]1[CH:6]=[C:7]([NH:11][C:12]2[CH:17]=[CH:16][CH:15]=[CH:14][C:13]=2[C:18]2[NH:19][CH2:20][CH2:21][N:22]=2)[CH:8]=[CH:9][CH:10]=1.[H][H].Cl[C:28](OCC)=[O:29]>O1CCCC1.O.C(O)(=O)C>[F:24][C:4]([F:3])([F:23])[C:5]1[CH:6]=[C:7]([N:11]2[C:12]3[CH:17]=[CH:16][CH:15]=[CH:14][C:13]=3[C:18]3=[N:19][CH2:20][CH2:21][N:22]3[C:28]2=[O:29])[CH:8]=[CH:9][CH:10]=1 |f:0.1|. Starting materials: [H][H] (hydrogen), ClC(=O)OCC (ethyl chloroformate), [H-].[Na+] (sodium hydride), FC(C=1C=C(C=CC1)NC1=C(C=CC=C1)C=1NCCN1)(F)F (2-(2-(3-trifluoromethylphenylamino)-phenyl)-2-imidazoline). Run in C(C)(=O)O (acetic acid), O1CCCC1 (tetrahydrofuran), O (water). Yields the product FC(C=1C=C(C=CC1)N1C(N2C(C=3C=CC=CC13)=NCC2)=O)(F)F (6-(3-Trifluoromethylphenyl)-2,3-dihydro-imidazo-[1,2-c]-quinazolin-5-one). The product is C(C)OC=1N(C(C=C(N1)C(F)(F)F)=O)C1=C(C=C(C(=C1)OCC=C)Br)F (2-ethoxy-1-[4-bromo-2-fluoro-5-(2-propenyloxy)-phenyl]-4-trifluoromethyl-6(1H)-pyrimidinone). Run in CN(C=O)C (dimethylformamide). RXN SMILES: [CH2:1]([O:3][C:4]1[N:5]([C:15]2[CH:20]=[C:19]([OH:21])[C:18]([Br:22])=[CH:17][C:16]=2[F:23])[C:6](=[O:14])[CH:7]=[C:8]([C:10]([F:13])([F:12])[F:11])[N:9]=1)[CH3:2].[CH2:24](Br)[CH:25]=[CH2:26].[H-].[Na+]>CN(C)C=O>[CH2:1]([O:3][C:4]1[N:5]([C:15]2[CH:20]=[C:19]([O:21][CH2:26][CH:25]=[CH2:24])[C:18]([Br:22])=[CH:17][C:16]=2[F:23])[C:6](=[O:14])[CH:7]=[C:8]([C:10]([F:13])([F:11])[F:12])[N:9]=1)[CH3:2] |f:2.3|. The reactants are C(C)OC=1N(C(C=C(N1)C(F)(F)F)=O)C1=C(C=C(C(=C1)O)Br)F (2-ethoxy-1-(4-bromo-2-fluoro-5-hydroxyphenyl)-4-trifluoromethyl-6(1H)-pyrimidinone), C(C=C)Br (allyl bromide), [H-].[Na+] (sodium hydride). Procedure: using 2-ethoxy-1-(4-bromo-2-fluoro-5-hydroxyphenyl)-4-trifluoromethyl-6(1H)-pyrimidinone and allyl bromide with sodium hydride in dimethylformamide there is obtained 2-ethoxy-1-[4-bromo-2-fluoro-5-(2-propenyloxy)-phenyl]-4-trifluoromethyl-6(1H)-pyrimidinone, m.p. 68°-70° C.;